Dataset: the Open Reaction Database (ORD), a public repository of structured organic reaction records. Task: describe an organic reaction: reactants, conditions, products, and yield Starting materials: N1=CC=CC=C1 (pyridine), C(Cl)(Cl)Cl.CO (chloroform methanol), NC1=NC=C2N=CN(C2=N1)CCC(CO)CO (2-amino-9-(4-hydroxy-3-hydroxymethylbut-1-yl)purine), C(C)(=O)OC(C)=O (acetic anhydride). The reagents and catalysts are CN(C1=CC=NC=C1)C (4-dimethylaminopyridine). Solvent: O1CCCC1 (tetrahydrofuran). Product: C(C)(=O)OCC(CCN1C2=NC(=NC=C2N=C1)N)COC(C)=O (9-(4-Acetoxy-3-acetoxymethylbut-1-yl)-2-aminopurine). As a reaction SMILES: [NH2:1][C:2]1[N:10]=[C:9]2[C:5]([N:6]=[CH:7][N:8]2[CH2:11][CH2:12][CH:13]([CH2:16][OH:17])[CH2:14][OH:15])=[CH:4][N:3]=1.N1[CH:23]=[CH:22]C=CC=1.[C:24](OC(=O)C)(=[O:26])[CH3:25].C(Cl)(Cl)Cl.C[OH:36]>O1CCCC1.CN(C)C1C=CN=CC=1>[C:24]([O:15][CH2:14][CH:13]([CH2:16][O:17][C:22](=[O:36])[CH3:23])[CH2:12][CH2:11][N:8]1[CH:7]=[N:6][C:5]2[C:9]1=[N:10][C:2]([NH2:1])=[N:3][CH:4]=2)(=[O:26])[CH3:25] |f:3.4|. Procedure details: To a suspension of 2-amino-9-(4-hydroxy-3-hydroxymethylbut-1-yl)purine (0.13 g, 0.55 mmol) in dry tetrahydrofuran (40 ml), stirred at room temperature under dry nitrogen were added pyridine (117 μl, 1.45 mmol) and 4-dimethylaminopyridine (5 mg, 41 μmol) followed by acetic anhydride (108 μl, 1.14 mmol). The mixture was stirred at room temperature for 5 h. giving a clear, colourless solution. T.1.c. [chloroform/methanol (9:1)] showed the major product to be the title compound, rf=0.40. Methanol (5... Starting materials: CC(C)O, CCOC(=O)n1c(C(=O)c2cccc(S(N)(=O)=O)c2)c(N)c2ccc(Cl)cc21, Cc1ccccc1. Yields the product Nc1c(C(=O)c2cccc(S(N)(=O)=O)c2)[nH]c2cc(Cl)ccc12. Reaction SMILES: [CH3:36][CH:37]([OH:38])[CH3:39].[NH2:1][c:2]1[c:3]([C:17](=[O:18])[c:19]2[cH:20][c:21]([S:25](=[O:26])(=[O:27])[NH2:28])[cH:22][cH:23][cH:24]2)[n:4]([C:12]([O:13][CH2:14][CH3:15])=[O:16])[c:5]2[cH:6][c:7]([Cl:11])[cH:8][cH:9][c:10]12.[c:29]1([CH3:30])[cH:31][cH:32][cH:33][cH:34][cH:35]1>>[NH2:1][c:2]1[c:3]([C:17](=[O:18])[c:19]2[cH:20][c:21]([S:25](=[O:26])(=[O:27])[NH2:28])[cH:22][cH:23][cH:24]2)[nH:4][c:5]2[cH:6][c:7]([Cl:11])[cH:8][cH:9][c:10]12. The reactants are 48b, FC1=CC=C(C=C1)N1N=CC2=C1C=C1CCN(C[C@]1(C2)C(=O)Cl)S(=O)(=O)C=2C=NC(=CC2)N2C[C@@H](CC2)F ((R)-1-(4-fluorophenyl)-6-[6-((R)-3-fluoropyrrolidin-1-yl)-pyridine-3-sulfonyl]-1,4,5,6,7,8-hexahydro-1,2,6-triaza-cyclopenta[b]naphthalene-4a-carbonyl chloride), O1C(CCCC1)OC1CC(C1)CO ([3-(tetrahydro-pyran-2-yloxy)-cyclobutyl]-methanol). Yields the product O1C(CCCC1)OC1CC(C1)COC(=O)[C@@]12CC3=C(C=C2CCN(C1)S(=O)(=O)C=1C=NC(=CC1)N1C[C@@H](CC1)F)N(N=C3)C3=CC=C(C=C3)F ((R)-1-(4-Fluorophenyl)-6-[6-((R)-3-fluoropyrrolidin-1-yl)-pyridine-3-sulfonyl]-1,4,5,6,7,8-hexahydro-1,2,6-triaza-cyclopenta[b]naphthalene-4a-carboxylic acid-3-(tetrahydro-pyran-2yloxy)-cyclobutylmethyl ester). Reaction SMILES: [F:1][C:2]1[CH:7]=[CH:6][C:5]([N:8]2[C:12]3[CH:13]=[C:14]4[C@:19]([C:21](Cl)=[O:22])([CH2:20][C:11]=3[CH:10]=[N:9]2)[CH2:18][N:17]([S:24]([C:27]2[CH:28]=[N:29][C:30]([N:33]3[CH2:37][CH2:36][C@@H:35]([F:38])[CH2:34]3)=[CH:31][CH:32]=2)(=[O:26])=[O:25])[CH2:16][CH2:15]4)=[CH:4][CH:3]=1.[O:39]1[CH2:44][CH2:43][CH2:42][CH2:41][CH:40]1[O:45][CH:46]1[CH2:49][CH:48]([CH2:50][OH:51])[CH2:47]1>>[O:39]1[CH2:44][CH2:43][CH2:42][CH2:41][CH:40]1[O:45][CH:46]1[CH2:47][CH:48]([CH2:50][O:51][C:21]([C@@:19]23[CH2:18][N:17]([S:24]([C:27]4[CH:28]=[N:29][C:30]([N:33]5[CH2:37][CH2:36][C@@H:35]([F:38])[CH2:34]5)=[CH:31][CH:32]=4)(=[O:26])=[O:25])[CH2:16][CH2:15][C:14]2=[CH:13][C:12]2[N:8]([C:5]4[CH:6]=[CH:7][C:2]([F:1])=[CH:3][CH:4]=4)[N:9]=[CH:10][C:11]=2[CH2:20]3)=[O:22])[CH2:49]1. Reported procedure: The title compound was prepared by the method of Preparation 48b using (R)-1-(4-fluorophenyl)-6-[6-((R)-3-fluoropyrrolidin-1-yl)-pyridine-3-sulfonyl]-1,4,5,6,7,8-hexahydro-1,2,6-triaza-cyclopenta[b]naphthalene-4a-carbonyl chloride and [3-(tetrahydro-pyran-2-yloxy)-cyclobutyl]-methanol. LCMS (Method G): 626.6 (M+H)+, Retention time 4.10 minutes. Reactants: [H][H] (hydrogen), C([O-])([O-])=O.[K+].[K+] (potassium carbonate), ClC1=CN=CC(=N1)NCC(=O)OCC (Ethyl 2-(6-chloropyrazin-2-ylamino)acetate). Reagents/catalysts: [OH-].[Pd+2].[OH-] (palladium hydroxide), [OH-].[Pd+2].[OH-] (palladium hydroxide). Solvent: C(C)O (ethanol). Conditions: time 18 hour. The product is N1=C(C=NC=C1)NCC(=O)OCC (Ethyl 2-(pyrazin-2-ylamino)acetate). The yield is 77.1%. RXN SMILES: Cl[C:2]1[N:7]=[C:6]([NH:8][CH2:9][C:10]([O:12][CH2:13][CH3:14])=[O:11])[CH:5]=[N:4][CH:3]=1.C(=O)([O-])[O-].[K+].[K+].[H][H]>C(O)C.[OH-].[Pd+2].[OH-]>[N:7]1[CH:2]=[CH:3][N:4]=[CH:5][C:6]=1[NH:8][CH2:9][C:10]([O:12][CH2:13][CH3:14])=[O:11] |f:1.2.3,6.7.8|. Procedure details: Ethyl 2-(6-chloropyrazin-2-ylamino)acetate (23.6 g, 109 mmol) was dissolved in non-denatured ethanol (250 mL) and potassium carbonate (15.13 g, 109 mmol) was added. The reaction was put under nitrogen and palladium hydroxide (3.84 g, 5.47 mmol) was added. The reaction was stirred under an atmosphere of hydrogen for 18 h. Additional palladium hydroxide (3.84 g, 5.47 mmol) was added and the reaction was charged with additional hydrogen and allowed to stir overnight. The reaction was filtered throu... Reactants: CC(C)CC(C(=O)O)C(CC=Cc1ccccc1)C(=O)OC(C)(C)C, COC(C)(C)C, CC(C)CNN, CN1CCOCC1, CN(C)C=O, Cl, O, Oc1cccc2[nH]nnc12, Cc1ccc(S(=O)(=O)O)cc1, Cc1ccc(S(=O)(=O)O)cc1. Product: CC(C)CNNC(=O)C(CC(C)C)C(CC=Cc1ccccc1)C(=O)OC(C)(C)C. As a reaction SMILES: [C:1]([CH3:2])([CH3:3])([CH3:4])[O:5][C:6](=[O:7])[CH:8]([CH2:9][CH:10]=[CH:11][c:12]1[cH:13][cH:14][cH:15][cH:16][cH:17]1)[CH:18]([C:19](=[O:20])[OH:21])[CH2:22][CH:23]([CH3:24])[CH3:25].[C:78]([O:79][CH3:80])([CH3:81])([CH3:82])[CH3:83].[CH2:59]([CH:60]([CH3:61])[CH3:62])[NH:63][NH2:64].[CH3:65][N:66]1[CH2:67][CH2:68][O:69][CH2:70][CH2:71]1.[CH3:72][N:73]([CH3:74])[CH:75]=[O:76].[ClH:77].[OH2:26].[OH:27][c:28]1[c:29]2[n:30][n:31][nH:32][c:33]2[cH:34][cH:35][cH:36]1.[OH:37][S:38]([c:39]1[cH:40][cH:41][c:42]([CH3:43])[cH:44][cH:45]1)(=[O:46])=[O:47].[OH:48][S:49]([c:50]1[cH:51][cH:52][c:53]([CH3:54])[cH:55][cH:56]1)(=[O:57])=[O:58]>>[C:1]([CH3:2])([CH3:3])([CH3:4])[O:5][C:6](=[O:7])[CH:8]([CH2:9][CH:10]=[CH:11][c:12]1[cH:13][cH:14][cH:15][cH:16][cH:17]1)[CH:18]([C:19](=[O:20])[NH:64][NH:63][CH2:59][CH:60]([CH3:61])[CH3:62])[CH2:22][CH:23]([CH3:24])[CH3:25]. Starting materials: COC1=C(C=O)C=CC=C1 (2-methoxybenzaldehyde), CN1C(NCC1=O)=O (3-methyl hydantoin), C(C)(=O)[O-].[Na+] (sodium acetate), C(C)(=O)OC(C)=O (acetic anhydride). Solvent: C(C)(=O)O (acetic acid), O (water). The product is COC1=C(C=CC=C1)C=C1C(N(C(N1)=O)C)=O (5- [(2-Methoxyphenyl )methylene]-3methyl-2,4imidazolodinedione). Yield: 63.6%. Reaction SMILES: [CH3:1][O:2][C:3]1[CH:10]=[CH:9][CH:8]=[CH:7][C:4]=1[CH:5]=O.[CH3:11][N:12]1[C:16](=[O:17])[CH2:15][NH:14][C:13]1=[O:18].C([O-])(=O)C.[Na+].C(OC(=O)C)(=O)C>O.C(O)(=O)C>[CH3:1][O:2][C:3]1[CH:10]=[CH:9][CH:8]=[CH:7][C:4]=1[CH:5]=[C:15]1[NH:14][C:13](=[O:18])[N:12]([CH3:11])[C:16]1=[O:17] |f:2.3|. Procedure: A mixture of 2-methoxybenzaldehyde (3.4 g,25 mmoles), 3-methyl hydantoin (3.0 g, 21 mmoles ), sodium acetate (6.0 g, 73 mmoles), acetic anhydride (3 ml), and acetic acid (20 ml) is stirred under an inert atmosphere and heated to reflux. After 15 hours the mixture is poured into water (200 ml), stirred, and the precipitate filtered off, rinsed three times with water and dried. Recrystallization from acetonitrile gave the pure product (3.1 g), mp 189°-190° C. Reactants: O (Water), C([O-])([O-])=O.[K+].[K+] (Potassium carbonate), OC1CNCCC1 (3-hydroxypiperidine), ClCCOC1=C(C=C2C(=CC=NC2=C1)OC=1C(=NC2=CC=CC=C2C1)C(C)=O)OC (1-{3-[7-(2-Chloro-ethoxy)-6-methoxy-quinolin-4-yloxy]-quinolin-2-yl}-ethanone). The solvent is CN(C=O)C (N,N-dimethylformamide). Reaction conditions: temperature 80 celsius, time 8 hour. Product: OC1CN(CCC1)CCOC1=C(C=C2C(=CC=NC2=C1)OC=1C(=NC2=CC=CC=C2C1)C(C)=O)OC (1-(3-{7-[2-(3-Hydroxy-piperidin-1-yl)-ethoxy]-6-methoxy-quinolin-4-yloxy}-quinolin-2-yl)-ethanone). The yield is 69.8%. As a reaction SMILES: Cl[CH2:2][CH2:3][O:4][C:5]1[CH:14]=[C:13]2[C:8]([C:9]([O:15][C:16]3[C:17]([C:26](=[O:28])[CH3:27])=[N:18][C:19]4[C:24]([CH:25]=3)=[CH:23][CH:22]=[CH:21][CH:20]=4)=[CH:10][CH:11]=[N:12]2)=[CH:7][C:6]=1[O:29][CH3:30].C(=O)([O-])[O-].[K+].[K+].[OH:37][CH:38]1[CH2:43][CH2:42][CH2:41][NH:40][CH2:39]1.O>CN(C)C=O>[OH:37][CH:38]1[CH2:43][CH2:42][CH2:41][N:40]([CH2:2][CH2:3][O:4][C:5]2[CH:14]=[C:13]3[C:8]([C:9]([O:15][C:16]4[C:17]([C:26](=[O:28])[CH3:27])=[N:18][C:19]5[C:24]([CH:25]=4)=[CH:23][CH:22]=[CH:21][CH:20]=5)=[CH:10][CH:11]=[N:12]3)=[CH:7][C:6]=2[O:29][CH3:30])[CH2:39]1 |f:1.2.3|. Procedure details: 1-{3-[7-(2-Chloro-ethoxy)-6-methoxy-quinolin-4-yloxy]-quinolin-2-yl}-ethanone (46 mg) was dissolved in N,N-dimethylformamide (1 ml) to prepare a solution. Potassium carbonate (45 mg) and 3-hydroxypiperidine (33 mg) were added to the solution, and the mixture was stirred at 80° C. overnight. Water was added to the reaction solution, and the mixture was extracted with ethyl acetate. The ethyl acetate layer was then washed with saturated brine and was dried over anhydrous sodium sulfate. The solven...